This data is from the Open Reaction Database (ORD), a public repository of structured organic reaction records. The task is: describe an organic reaction: reactants, conditions, products, and yield Reactants: NC=1C=C(C=NC1)C(=O)O (5-aminopyridine-3-carboxylic acid), N[C@@]1(COCC1)C(=O)OCCCC (n-butyl(S)-3-amino-tetrahydrofuran-3-carboxylate). Yields the product NC=1C=C(C=NC1)C(=O)N[C@@]1(COCC1)C(=O)OCCCC (n-Butyl(S)-3-[(5-amino-pyridine-3-carbonyl)-amino]-tetrahydrofuran-3-carboxylate). Yield: 96.0%. RXN SMILES: [NH2:1][C:2]1[CH:3]=[C:4]([C:8]([OH:10])=O)[CH:5]=[N:6][CH:7]=1.[NH2:11][C@@:12]1([C:17]([O:19][CH2:20][CH2:21][CH2:22][CH3:23])=[O:18])[CH2:16][CH2:15][O:14][CH2:13]1>>[NH2:1][C:2]1[CH:3]=[C:4]([C:8]([NH:11][C@@:12]2([C:17]([O:19][CH2:20][CH2:21][CH2:22][CH3:23])=[O:18])[CH2:16][CH2:15][O:14][CH2:13]2)=[O:10])[CH:5]=[N:6][CH:7]=1. Procedure details: Analogously to Example 1c), 5-aminopyridine-3-carboxylic acid (72.4 mmol) was reacted with n-butyl(S)-3-amino-tetrahydrofuran-3-carboxylate (72.4 mmol). The product was obtained in a yield of 96% of theory. Yields the product COCC(=S)Nc1c(Cl)c(Cl)cc2nc(OC)c(OC)nc12. The reactants are COc1ccc(P2(=S)SP(=S)(c3ccc(OC)cc3)S2)cc1, COCC(=O)Nc1c(Cl)c(Cl)cc2nc(OC)c(OC)nc12, C1CCOC1. As a reaction SMILES: [CH3:1][O:2][c:3]1[cH:4][cH:5][c:6]([P:7]2(=[S:8])[S:9][P:11](=[S:12])([c:13]3[cH:14][cH:15][c:16]([O:17][CH3:18])[cH:19][cH:20]3)[S:10]2)[cH:21][cH:22]1.[Cl:23][c:24]1[c:25]([NH:39][C:40]([CH2:41][O:42][CH3:43])=[O:44])[c:26]2[n:27][c:28]([O:37][CH3:38])[c:29]([O:35][CH3:36])[n:30][c:31]2[cH:32][c:33]1[Cl:34].[O:45]1[CH2:46][CH2:47][CH2:48][CH2:49]1>>[S:10]=[C:40]([NH:39][c:25]1[c:24]([Cl:23])[c:33]([Cl:34])[cH:32][c:31]2[c:26]1[n:27][c:28]([O:37][CH3:38])[c:29]([O:35][CH3:36])[n:30]2)[CH2:41][O:42][CH3:43]. Starting materials: NC1=C(C=C(C=2C(C3=CC=CC=C3C(C12)=O)=O)NC1=CC(=CC=C1)O)S(=O)(=O)C (1-amino-2-methylsulfonyl-4-(3-hydroxyanilino)anthraquinone), C(O)([O-])=O.[K+] (potassium hydrogencarbonate), FN1NC(=CC(=N1)F)N(C1=CC=CC=C1)C (2,4-difluoro-6-(N-methyl-N-phenylamino)triazine). The solvent is O1CCCC1 (tetrahydrofuran). The product is C1=CC=CC=2C(C3=CC=CC=C3C(C12)=O)=O (anthraquinone). The yield is 278.9%. Reaction SMILES: N[C:2]1[C:15]2[C:14](=[O:16])[C:13]3[C:8](=[CH:9][CH:10]=[CH:11][CH:12]=3)[C:7](=[O:17])[C:6]=2[C:5](NC2C=CC=C(O)C=2)=[CH:4][C:3]=1S(C)(=O)=O.C(=O)([O-])O.[K+].FN1N=C(F)C=C(N(C)C2C=CC=CC=2)N1>O1CCCC1>[CH:9]1[C:8]2[C:7](=[O:17])[C:6]3[C:15](=[CH:2][CH:3]=[CH:4][CH:5]=3)[C:14](=[O:16])[C:13]=2[CH:12]=[CH:11][CH:10]=1 |f:1.2|. Procedure details: To tetrahydrofuran (100 ml), 1-amino-2-methylsulfonyl-4-(3-hydroxyanilino)anthraquinone (4.08 g), potassium hydrogencarbonate (2.0 g) and 2,4-difluoro-6-(N-methyl-N-phenylamino)triazine (2.35 g) were added, and the mixture was subjected to condensation by heating under reflux for 1.5 hours. The reaction liquor was treated as in Example 6 to produce 5.8 g of an anthraquinone dye of the following formula in a yield of 95%. ##STR47## The dye had a λ max (acetone) of 620 nm. Starting materials: COC1=C(C=CC=C1OC)C=CCC(=O)O (4-(2,3-Dimethoxyphenyl)but-3-enoic acid). The reagents and catalysts are [Pd] (Pd/C). Run in CCO (EtOH). Run at time 2 hour. Yields the product COC1=C(C=CC=C1OC)CCCC(=O)O (4-(2,3-Dimethoxyphenyl)butanoic acid). Yield: 100.0%. Reaction SMILES: [CH3:1][O:2][C:3]1[C:8]([O:9][CH3:10])=[CH:7][CH:6]=[CH:5][C:4]=1[CH:11]=[CH:12][CH2:13][C:14]([OH:16])=[O:15]>CCO.[Pd]>[CH3:1][O:2][C:3]1[C:8]([O:9][CH3:10])=[CH:7][CH:6]=[CH:5][C:4]=1[CH2:11][CH2:12][CH2:13][C:14]([OH:16])=[O:15]. Procedure details: Acid 5 (3.7 g, 0.017 mol) was dissolved in 25 mL absolute EtOH and added to a Parr hydrogenation bottle containing 0.6 g of 10% Pd/C. The bottle was then pressurized to 25 psi H2 and shaken for 2 h. The contents were then filtered through Celite, the solvents were evaporated, and the resulting oil dried under high vacuum to yield a grey solid (3.7 g, 0.017 mol, quant. yield). The solid was recrystallized from EtOAc/hexanes to produce fine white needles; mp 58-59° C. (lit.27 mp 58.5-60° C.). 1H N... Reactants: C(C=C)(=O)OC (methyl acrylate), C(C)N(S(=O)(=O)C1=CC=C(C=C1)Br)CC (N,N-diethyl-4-bromobenzenesulfonamide), C(=O)(O)[O-].[Na+] (NaHCO3), CN(C)C=O (DMF). The reagents and catalysts are [Cl-].C(CCC)[N+](CCCC)(CCCC)CCCC (tetrabutylammonium chloride), C(C)(=O)[O-].[Pd+2].C(C)(=O)[O-] (palladium (II) acetate). Solvent: CCOCC (ether), O (water). Run at time 1 hour. The product is CC1=CC=C(C=C1)S(=O)(=O)N(CC)CC.C(C=C)(=O)[O-] (methyl 4-(diethylaminosulfonyl)benzene 2-propenoate). Yield: 63.0%. RXN SMILES: [CH2:1]([N:3]([CH2:14][CH3:15])[S:4]([C:7]1[CH:12]=[CH:11][C:10](Br)=[CH:9][CH:8]=1)(=[O:6])=[O:5])[CH3:2].[C:16]([O-])(O)=O.[Na+].CN(C=O)C.[C:26]([O:30]C)(=[O:29])[CH:27]=[CH2:28]>[Cl-].C([N+](CCCC)(CCCC)CCCC)CCC.C([O-])(=O)C.[Pd+2].C([O-])(=O)C.CCOCC.O>[CH3:16][C:10]1[CH:11]=[CH:12][C:7]([S:4]([N:3]([CH2:14][CH3:15])[CH2:1][CH3:2])(=[O:6])=[O:5])=[CH:8][CH:9]=1.[C:26]([O-:30])(=[O:29])[CH:27]=[CH2:28] |f:1.2,5.6,7.8.9,12.13|. Procedure: To 14.5 g of N,N-diethyl-4-bromobenzenesulfonamide (50 mmol) (prepared by reaction of 4-bromobenzenesulfonyl chloride with diethylamine) was added 13.8 g of tetrabutylammonium chloride (50 mmol), 10.3 g of NaHCO3 (124 mmol), 266 mg of palladium (II) acetate (1.07 mmol) and 100 mL of DMF in the order given. To this suspension was added 8.8 ml of methyl acrylate (98 mmol) and the reaction was stirred 1 hour at 80°. The reaction was cooled, 500 mL of water and 900 mL of ether were added, the layers... The reactants are [Br-], CC(C)(C)OC(=O)CBr, CCCC[N+](CCCC)(CCCC)CCCC, OC1CCC(O)CC1, [Na+], [OH-], O. Product: CC(C)(C)OC(=O)CC1CCC(O)CC1. Reaction SMILES: [Br-:21].[Br:11][CH2:12][C:13](=[O:14])[O:15][C:16]([CH3:17])([CH3:18])[CH3:19].[CH3:22][CH2:23][CH2:24][CH2:25][N+:26]([CH2:27][CH2:28][CH2:29][CH3:30])([CH2:31][CH2:32][CH2:33][CH3:34])[CH2:35][CH2:36][CH2:37][CH3:38].[CH:3]1([OH:10])[CH2:4][CH2:5][CH:6]([OH:9])[CH2:7][CH2:8]1.[Na+:2].[OH-:1].[OH2:20]>>[CH:3]1([OH:10])[CH2:4][CH2:5][CH:6]([CH2:12][C:13](=[O:14])[O:15][C:16]([CH3:17])([CH3:18])[CH3:19])[CH2:7][CH2:8]1. Starting materials: C[O-].[Na+] (Sodium methoxide), O1CC(NC2=C1C=CC=C2)=O (2H-1,4-benzoxazin-3(4H)-one), N1C=C(C2=CC=CC=C12)C=O (indole-3-carboxaldehyde). Run in CN(C)C=O (DMF). Conditions: time 8 hour. Product: N1C=C(C2=CC=CC=C12)C=C1OC2=C(NC1=O)C=CC=C2 (2-[(Indol-3-yl)methylene]-2H-1,4-benzoxazin-3(4H)-one). As a reaction SMILES: C[O-].[Na+].[O:4]1[C:9]2[CH:10]=[CH:11][CH:12]=[CH:13][C:8]=2[NH:7][C:6](=[O:14])[CH2:5]1.[NH:15]1[C:23]2[C:18](=[CH:19][CH:20]=[CH:21][CH:22]=2)[C:17]([CH:24]=O)=[CH:16]1>CN(C=O)C>[NH:15]1[C:23]2[C:18](=[CH:19][CH:20]=[CH:21][CH:22]=2)[C:17]([CH:24]=[C:5]2[C:6](=[O:14])[NH:7][C:8]3[CH:13]=[CH:12][CH:11]=[CH:10][C:9]=3[O:4]2)=[CH:16]1 |f:0.1|. Procedure details: Sodium methoxide (0.65 g, 0.012 mol) was added in one portion to a mixture of 2H-1,4-benzoxazin-3(4H)-one (1.49 g, 0.01 mol) and indole-3-carboxaldehyde (2.32 g, 0.016 mol) in dry DMF (10 ml). The reaction mixture was refluxed for 24 h, then cooled at room temperature and poured into crushed ice and left overnight in the refrigerator. The precipitated solid was collected by filtration, washed with water and dried. The crude product was chromatographed on silica gel using (9:1) toluene:ethyl acet...